This data is from the Open Reaction Database (ORD), a public repository of structured organic reaction records. The task is: describe an organic reaction: reactants, conditions, products, and yield Reactants: C[Si](CCOCCl)(C)C (2-(trimethylsilyl)ethoxymethyl chloride), C(C)OC(=O)C1=CC(NC=C1)=O (2-Oxo-1,2-dihydro-pyridine-4-carboxylic acid ethyl ester), C([O-])([O-])=O.[K+].[K+] (potassium carbonate), C(C)(C)N(CC)C(C)C (Diisopropylethylamine), C(C)(C)N(CC)C(C)C (diisopropylethylamine). Run in C(C)(=O)OCC (ethyl acetate), CN(C=O)C (dimethylformamide). The product is C(C)OC(=O)C1=CC(N(C=C1)COCC[Si](C)(C)C)=O (2-Oxo-1-(2-trimethylsilanyl-ethoxymethyl)-1,2-dihydro-pyridine-4-carboxylic acid ethyl ester). As a reaction SMILES: [CH2:1]([O:3][C:4]([C:6]1[CH:11]=[CH:10][NH:9][C:8](=[O:12])[CH:7]=1)=[O:5])[CH3:2].C(=O)([O-])[O-].[K+].[K+].C(N(C(C)C)CC)(C)C.[CH3:28][Si:29]([CH3:36])([CH3:35])[CH2:30][CH2:31][O:32][CH2:33]Cl>CN(C)C=O.C(OCC)(=O)C>[CH2:1]([O:3][C:4]([C:6]1[CH:11]=[CH:10][N:9]([CH2:33][O:32][CH2:31][CH2:30][Si:29]([CH3:36])([CH3:35])[CH3:28])[C:8](=[O:12])[CH:7]=1)=[O:5])[CH3:2] |f:1.2.3|. Reported procedure: The title compound of example 18.1 (32 g, 191 mmol) and potassium carbonate (132 g, 957 mmol) were stirred in dimethylformamide (350 mL) at room temperature. Diisopropylethylamine (10 mL, 57 mmol) was added via a syringe, followed by 2-(trimethylsilyl)ethoxymethyl chloride (44.0 mL, 249 mmol). The reaction was stirred at room temperature and diisopropylethylamine (56.6 mL, 325 mmol) was added over 5 hours via a pressure equalized addition funnel. The reaction was then stirred overnight at room t... Yields the product CC(=O)N1CCC(n2cc(-c3cnc(N)c4oc(-c5c6ccncc6nn5C)cc34)cn2)CC1. Reactants: O=C([O-])[O-], C1COCCO1, CC(=O)N1CCC(n2cc(B3OC(C)(C)C(C)(C)O3)cn2)CC1, Cn1nc(-c2cc3c(I)cnc(N)c3o2)c2ccncc21, Cn1nc2cnccc2c1-c1cc2c(I)cnc(N)c2o1, [K+], [K+], O. RXN SMILES: [C:66](=[O:67])([O-:68])[O-:69].[CH2:72]1[O:73][CH2:74][CH2:75][O:76][CH2:77]1.[CH3:43][C:44]1([CH3:45])[C:46]([CH3:47])([CH3:48])[O:49][B:50]([c:51]2[cH:52][n:53][n:54]([CH:56]3[CH2:57][CH2:58][N:59]([C:62]([CH3:63])=[O:64])[CH2:60][CH2:61]3)[cH:55]2)[O:65]1.[I:1][c:2]1[cH:3][n:4][c:5]([NH2:6])[c:7]2[o:8][c:9](-[c:10]3[c:11]4[c:12]([cH:13][n:14][cH:15][cH:16]4)[n:17]([CH3:18])[n:19]3)[cH:20][c:21]12.[I:22][c:23]1[c:24]2[c:25]([c:26]([NH2:29])[n:27][cH:28]1)[o:30][c:31](-[c:33]1[n:34]([CH3:42])[n:35][c:36]3[cH:37][n:38][cH:39][cH:40][c:41]13)[cH:32]2.[K+:70].[K+:71].[OH2:78]>>[c:23]1(-[c:51]2[cH:52][n:53][n:54]([CH:56]3[CH2:57][CH2:58][N:59]([C:62]([CH3:63])=[O:64])[CH2:60][CH2:61]3)[cH:55]2)[c:24]2[c:25]([c:26]([NH2:29])[n:27][cH:28]1)[o:30][c:31](-[c:33]1[n:34]([CH3:42])[n:35][c:36]3[cH:37][n:38][cH:39][cH:40][c:41]13)[cH:32]2. The reactants are C1COCCN1, C1CCOC1, CS(C)=O, CCOC(C)=O, C=CCn1c(Cl)nc2c1c(=O)[nH]c(=O)n2CCCCC, [Pd], c1ccc(P(c2ccccc2)c2ccccc2)cc1, c1ccc(P(c2ccccc2)c2ccccc2)cc1, c1ccc(P(c2ccccc2)c2ccccc2)cc1, c1ccc(P(c2ccccc2)c2ccccc2)cc1. The product is CCCCCn1c(=O)[nH]c(=O)c2[nH]c(Cl)nc21. Reaction SMILES: [CH2:25]1[NH:26][CH2:27][CH2:28][O:29][CH2:30]1.[CH2:31]1[O:32][CH2:33][CH2:34][CH2:35]1.[CH3:21][S:22]([CH3:23])=[O:24].[CH3:36][CH2:37][O:38][C:39]([CH3:40])=[O:41].[Cl:1][c:2]1[n:3][c:4]2[n:5]([CH2:16][CH2:17][CH2:18][CH2:19][CH3:20])[c:6](=[O:15])[nH:7][c:8](=[O:14])[c:9]2[n:10]1[CH2:11][CH:12]=[CH2:13].[Pd:42].[c:100]1([P:101]([c:102]2[cH:103][cH:104][cH:105][cH:106][cH:107]2)[c:108]2[cH:109][cH:110][cH:111][cH:112][cH:113]2)[cH:114][cH:115][cH:116][cH:117][cH:118]1.[c:43]1([P:44]([c:45]2[cH:46][cH:47][cH:48][cH:49][cH:50]2)[c:51]2[cH:52][cH:53][cH:54][cH:55][cH:56]2)[cH:57][cH:58][cH:59][cH:60][cH:61]1.[c:62]1([P:63]([c:64]2[cH:65][cH:66][cH:67][cH:68][cH:69]2)[c:70]2[cH:71][cH:72][cH:73][cH:74][cH:75]2)[cH:76][cH:77][cH:78][cH:79][cH:80]1.[c:81]1([P:82]([c:83]2[cH:84][cH:85][cH:86][cH:87][cH:88]2)[c:89]2[cH:90][cH:91][cH:92][cH:93][cH:94]2)[cH:95][cH:96][cH:97][cH:98][cH:99]1>>[Cl:1][c:2]1[n:3][c:4]2[n:5]([CH2:16][CH2:17][CH2:18][CH2:19][CH3:20])[c:6](=[O:15])[nH:7][c:8](=[O:14])[c:9]2[nH:10]1. The reactants are N#Cc1ccc(Br)cc1, O=C([O-])[O-], CNC1CCC2(C)C(=CCC3C2CCC24CN(C)C(C)C2CCC34)C1, Cc1ccccc1, [Cs+], [Cs+]. Yields the product CC1C2CCC3C4CC=C5CC(N(C)c6ccc(C#N)cc6)CCC5(C)C4CCC32CN1C. RXN SMILES: [Br:26][c:27]1[cH:28][cH:29][c:30]([C:31]#[N:32])[cH:33][cH:34]1.[C:35](=[O:36])([O-:37])[O-:38].[CH3:1][NH:2][CH:3]1[CH2:4][CH2:5][C:6]2([CH3:25])[CH:7]3[CH2:8][CH2:9][C:10]45[CH:11]([CH:12]3[CH2:13][CH:14]=[C:15]2[CH2:16]1)[CH2:17][CH2:18][CH:19]4[CH:20]([CH3:24])[N:21]([CH3:23])[CH2:22]5.[CH3:41][c:42]1[cH:43][cH:44][cH:45][cH:46][cH:47]1.[Cs+:39].[Cs+:40]>>[CH3:1][N:2]([CH:3]1[CH2:4][CH2:5][C:6]2([CH3:25])[CH:7]3[CH2:8][CH2:9][C:10]45[CH:11]([CH:12]3[CH2:13][CH:14]=[C:15]2[CH2:16]1)[CH2:17][CH2:18][CH:19]4[CH:20]([CH3:24])[N:21]([CH3:23])[CH2:22]5)[c:27]1[cH:28][cH:29][c:30]([C:31]#[N:32])[cH:33][cH:34]1. Procedure details: 3-Amino-1-propanol (10.0 mL, 0.131 mol) and methyl trifluoroacetate (65 mL, 0.646 mol) in methanol (200 mL) were refluxed for 1.5 h, cooled and concentrated to give 2,2,2-trifluoro-N-(3-hydroxypropyl)-acetamide (22.87 g, quantitative) as a light yellow oil which was used without purification. NMR CDCl3 δ 7.45 (br s, 1H), 3.77 (t, J=5.5 Hz, 2H), 3.53-3.42 (m, 2H), 2.45 (s, 1H), 1.83-1.75 (m, 2H). As a reaction SMILES: [NH2:1][CH2:2][CH2:3][CH2:4][OH:5].[F:6][C:7]([F:13])([F:12])[C:8](OC)=[O:9]>CO>[F:6][C:7]([F:13])([F:12])[C:8]([NH:1][CH2:2][CH2:3][CH2:4][OH:5])=[O:9]. Solvent: CO (methanol). Starting materials: NCCCO (3-Amino-1-propanol), FC(C(=O)OC)(F)F (methyl trifluoroacetate). Yields the product FC(C(=O)NCCCO)(F)F (2,2,2-trifluoro-N-(3-hydroxypropyl)-acetamide). Yield: 102.0%. Reactants: intermediate 1, N1=C(C=NC=C1)N1CCN(CC1)C(=O)OC(C)(C)C (tert-butyl 4-(pyrazin-2-yl)piperazine-1-carboxylate), BrN1C(CCC1=O)=O (N-bromosuccinimide). The solvent is C(Cl)(Cl)Cl (chloroform). Product: BrC=1N=CC(=NC1)N1CCN(CC1)C(=O)OC(C)(C)C (tert-butyl 4-(5-bromopyrazin-2-yl)piperazine-1-carboxylate). Yield: 54.4%. As a reaction SMILES: [N:1]1[CH:6]=[CH:5][N:4]=[CH:3][C:2]=1[N:7]1[CH2:12][CH2:11][N:10]([C:13]([O:15][C:16]([CH3:19])([CH3:18])[CH3:17])=[O:14])[CH2:9][CH2:8]1.[Br:20]N1C(=O)CCC1=O>C(Cl)(Cl)Cl>[Br:20][C:5]1[N:4]=[CH:3][C:2]([N:7]2[CH2:8][CH2:9][N:10]([C:13]([O:15][C:16]([CH3:19])([CH3:18])[CH3:17])=[O:14])[CH2:11][CH2:12]2)=[N:1][CH:6]=1. Procedure details: Using similar reaction conditions as described in step i of intermediate 1, tert-butyl 4-(pyrazin-2-yl)piperazine-1-carboxylate (2 g, 7.5 mmol) was brominated with N-bromosuccinimide (1.46 g, 8.25 mmol) in chloroform (20 ml) to afford 1.4 g (54% yield) of the pure product. MS: m/z=343.1 (M+1).